From a dataset of the Open Reaction Database (ORD), a public repository of structured organic reaction records. describe an organic reaction: reactants, conditions, products, and yield The reactants are OC12OC3=C(C1(C(C1=CC=CC=C12)=O)O)C=CC(=C3)C(C)C (4b,9b-dihydroxy-7-isopropyl-4bH-benzo[d]indeno[1,2-b]furan-10(9bH)-one), O.NN (hydrazine hydrate), [OH-].[K+] (potassium hydroxide). The solvent is C(COCCO)O (diethylene glycol). Reaction conditions: temperature 150 celsius, time 15 minute. Yields the product OC1(C(C2=CC=CC=C2C1)=O)C1=C(C=C(C=C1)C(C)C)O (2-Hydroxy-2-(2-hydroxy-4-isopropylphenyl)-2,3-dihydro-1H-inden-1-one). The yield is 6439.8%. As a reaction SMILES: [OH:1][C:2]12[C:13]3[C:8](=[CH:9][CH:10]=[CH:11][CH:12]=3)[C:7](=O)[C:6]1([OH:15])[C:5]1[CH:16]=[CH:17][C:18]([CH:20]([CH3:22])[CH3:21])=[CH:19][C:4]=1[O:3]2.O.NN.[OH-].[K+]>C(O)COCCO>[OH:15][C:6]1([C:5]2[CH:16]=[CH:17][C:18]([CH:20]([CH3:21])[CH3:22])=[CH:19][C:4]=2[OH:3])[CH2:7][C:8]2[C:13](=[CH:12][CH:11]=[CH:10][CH:9]=2)[C:2]1=[O:1] |f:1.2,3.4|. Procedure: To a solution of 4b,9b-dihydroxy-7-isopropyl-4bH-benzo[d]indeno[1,2-b]furan-10(9bH)-one (1.0 g, 3.3 mmol) in diethylene glycol (10 ml) were added with hydrazine hydrate (80%, 0.36 g, 9.6 mmol), followed by stirring at 150° C. for 15 min. The reaction mixture was added potassium hydroxide (360 mg, 6.4 mmol), and stirred at 165-170° C. for 1 hrs. The reaction mixture was extracted with ethylacetate, and purified using column chromatography (20% ethylacetate in hexane) to afford the title compound ... Starting materials: C(C)(=O)O (acetic acid), C(CCCC)C1=CC=C(C(CC=2C=C(C#N)C=CC2)=O)C=C1 (3-(4-pentylphenacyl) benzonitrile). Solvent: S(O)(O)(=O)=O (sulfuric acid), O (water). Yields the product C(CCCC)C1=CC=C(C(CC=2C=C(C(=O)O)C=CC2)=O)C=C1 (3-(4-pentylphenacyl)benzoic acid). Reaction SMILES: [CH2:1]([C:6]1[CH:22]=[CH:21][C:9]([C:10](=[O:20])[CH2:11][C:12]2[CH:13]=C([CH:17]=[CH:18][CH:19]=2)C#N)=[CH:8][CH:7]=1)[CH2:2][CH2:3][CH2:4][CH3:5].[C:23]([OH:26])(=[O:25])[CH3:24]>S(=O)(=O)(O)O.O>[CH2:1]([C:6]1[CH:22]=[CH:21][C:9]([C:10](=[O:20])[CH2:11][C:12]2[CH:13]=[C:24]([CH:17]=[CH:18][CH:19]=2)[C:23]([OH:26])=[O:25])=[CH:8][CH:7]=1)[CH2:2][CH2:3][CH2:4][CH3:5]. Procedure: First, 3-cyanophenylacetic acid (3 g, 0.019 mol) is heated under reflux in thionyl chloride (50 ml) for 90 minutes. The excess thionyl chloride is then removed by distillation and the residual acid chloride added in one portion to a solution. 1-phenylpentane (2.76 g, 0,019 moles) in methylene chloride (10 ml). Anhydrous aluminum chloride (2.98 g) is added in small portions over 10 minutes. The reaction mixture is then heated under reflux for 1 hour, cooled and poured into a mixture of ice water ... Reactants: CC=1C=C(C=C(C1)C)O (3,5-Dimethylphenol), COC(Cl)Cl (dichloromethyl methyl ether). The reagents and catalysts are [Ti](Cl)(Cl)(Cl)Cl (Titanium tetrachloride). Solvent: ClCCl (dichloromethane). Run at temperature 0 celsius, time 30 minute. Product: CC1=C(C=O)C(=CC(=C1)C)O (2,4-dimethyl-6-hydroxybenzaldehyde). Isolated yield 75.1%. RXN SMILES: [CH3:1][C:2]1[CH:3]=[C:4]([OH:9])[CH:5]=[C:6]([CH3:8])[CH:7]=1.[CH3:10][O:11]C(Cl)Cl>ClCCl.[Ti](Cl)(Cl)(Cl)Cl>[CH3:1][C:2]1[CH:7]=[C:6]([CH3:8])[CH:5]=[C:4]([OH:9])[C:3]=1[CH:10]=[O:11]. Procedure: 3,5-Dimethylphenol (40.0 g; 330 mmole) was dissolved in dichloromethane (210 ml) and the solution was cooled to a temperature of 0° C. Titanium tetrachloride (105 g; 553 mmole) was added dropwise over a period of 5 minutes to the stirred solution and then the temperature of the solution was maintained at 0° C. for a period of 30 minutes while dichloromethyl methyl ether (31.6 g) was added dropwise. The solution was warmed to room temperature and stirred for a period of 30 minutes and then warmed... Reactants: C(C)(=O)N1CCC(CC1)C(=O)N(C1=CC(=C(C=C1)Cl)Cl)CCCN1CCC(CC1)NC(=O)OC(C)(C)C (1-Acetyl-N-[3-(4-tert-butoxycarbonylamino-1-piperidinyl)propyl]-N-(3,4-dichlorophenyl)-4-piperidinecarboxamide), Cl (hydrogen chloride). The solvent is CO (methanol), C(C)(=O)OCC (ethyl acetate). Conditions: time 2 hour. Yields the product C(C)(=O)N1CCC(CC1)C(=O)N(C1=CC(=C(C=C1)Cl)Cl)CCCN1CCC(CC1)N (1-Acetyl-N-[3-(4-amino-1-piperidinyl)propyl]-N-(3,4-dichlorophenyl)-4-piperidinecarboxamide). The yield is 121.8%. As a reaction SMILES: [C:1]([N:4]1[CH2:9][CH2:8][CH:7]([C:10]([N:12]([CH2:21][CH2:22][CH2:23][N:24]2[CH2:29][CH2:28][CH:27]([NH:30]C(OC(C)(C)C)=O)[CH2:26][CH2:25]2)[C:13]2[CH:18]=[CH:17][C:16]([Cl:19])=[C:15]([Cl:20])[CH:14]=2)=[O:11])[CH2:6][CH2:5]1)(=[O:3])[CH3:2].Cl>CO.C(OCC)(=O)C>[C:1]([N:4]1[CH2:9][CH2:8][CH:7]([C:10]([N:12]([CH2:21][CH2:22][CH2:23][N:24]2[CH2:25][CH2:26][CH:27]([NH2:30])[CH2:28][CH2:29]2)[C:13]2[CH:18]=[CH:17][C:16]([Cl:19])=[C:15]([Cl:20])[CH:14]=2)=[O:11])[CH2:6][CH2:5]1)(=[O:3])[CH3:2]. Procedure: The compound obtained in Example 193 (4.08 g, 7.34 mmol) was dissolved in methanol (20 mL). To the solution was added a solution of 4N-hydrogen chloride in ethyl acetate (40 mL), and the mixture was stirred at room temperature for 2 hours. The reaction mixture was concentrated under reduced pressure, and to the concentrate was added diethyl ether. The resulting precipitates were collected by fltration, washed with diethyl ether, and dried under reduced pressure to give the titled compound (4.07 ... The reactants are [H-].[Na+] (NaH), COC(CCCCCCCN1C(NC2=C1C=CC=C2)=O)=O (8-(2-oxobenzimidazolin-1-yl)-caprylic acid methyl ester), ClC1=C(CCl)C=CC=C1 (2-chlorobenzylchloride). The solvent is CN(C)C=O (DMF). Product: COC(CCCCCCCN1C(N(C2=C1C=CC=C2)CC2=C(C=CC=C2)Cl)=O)=O (8-[3-(2-Chlorobenzyl)-2-oxo-benzimidazolin-1-yl]-caprylic acid methyl ester). Reaction SMILES: [H-].[Na+].[CH3:3][O:4][C:5](=[O:23])[CH2:6][CH2:7][CH2:8][CH2:9][CH2:10][CH2:11][CH2:12][N:13]1[C:17]2[CH:18]=[CH:19][CH:20]=[CH:21][C:16]=2[NH:15][C:14]1=[O:22].[Cl:24][C:25]1[CH:32]=[CH:31][CH:30]=[CH:29][C:26]=1[CH2:27]Cl>CN(C=O)C>[CH3:3][O:4][C:5](=[O:23])[CH2:6][CH2:7][CH2:8][CH2:9][CH2:10][CH2:11][CH2:12][N:13]1[C:17]2[CH:18]=[CH:19][CH:20]=[CH:21][C:16]=2[N:15]([CH2:27][C:26]2[CH:29]=[CH:30][CH:31]=[CH:32][C:25]=2[Cl:24])[C:14]1=[O:22] |f:0.1|. Reported procedure: The product is produced as described in example 1 from 0.72 g. of NaH (80% suspension in mineral oil), 7 g. of 8-(2-oxobenzimidazolin-1-yl)-caprylic acid methyl ester, 100 cc. of DMF, 3.9 g. of 2-chlorobenzylchloride and 0.72 g. of NaJ. Eluant of chromatographic purification: hexane/ethylacetate. Reactants: ClC=1C2=C(N=C(N1)N)N(N=N2)CC2=NC(=CC=C2)CO[C@@H]2COCC2 (7-chloro-3-{6-[(S)-(tetrahydrofuran-3-yl)oxymethyl]pyridin-2-ylmethyl}-3H-[1,2,3]triazolo[4,5-d]pyrimidin-5-ylamine), C1(=CC=CC=C1)B(O)O (phenylboronic acid). Yields the product C1(=CC=CC=C1)C=1C2=C(N=C(N1)N)N(N=N2)CC2=NC(=CC=C2)COC2COCC2 (7-Phenyl-3-[6-(tetrahydro-furan-3-yloxymethyl)pyridin-2-ylmethyl]-3H-[1,2,3]triazolo[4,5-d]pyrimidin-5-ylamine). Reaction SMILES: Cl[C:2]1[C:3]2[N:11]=[N:10][N:9]([CH2:12][C:13]3[CH:18]=[CH:17][CH:16]=[C:15]([CH2:19][O:20][C@H:21]4[CH2:25][CH2:24][O:23][CH2:22]4)[N:14]=3)[C:4]=2[N:5]=[C:6]([NH2:8])[N:7]=1.[C:26]1(B(O)O)[CH:31]=[CH:30][CH:29]=[CH:28][CH:27]=1>>[C:26]1([C:2]2[C:3]3[N:11]=[N:10][N:9]([CH2:12][C:13]4[CH:18]=[CH:17][CH:16]=[C:15]([CH2:19][O:20][CH:21]5[CH2:25][CH2:24][O:23][CH2:22]5)[N:14]=4)[C:4]=3[N:5]=[C:6]([NH2:8])[N:7]=2)[CH:31]=[CH:30][CH:29]=[CH:28][CH:27]=1. Procedure: This was prepared from 7-chloro-3-{6-[(S)-(tetrahydrofuran-3-yl)oxymethyl]pyridin-2-ylmethyl}-3H-[1,2,3]triazolo[4,5-d]pyrimidin-5-ylamine and phenylboronic acid by the method of Example 13 to give 0.060 g (68%). The reactants are [Si](C)(C)(C(C)(C)C)OC[C@H](C(=C)C1CC1)NC(OC(C)(C)C)=O ((S)-tert-butyl 1-(tert-butyldimethylsilyloxy)-3-cyclopropylbut-3-en-2-ylcarbamate), [Si](C)(C)(C(C)(C)C)OC[C@H](C(=C)C1CC1)NC(OC(C)(C)C)=O ((S)-tert-butyl 1-(tert-butyldimethylsilyloxy)-3-cyclopropylbut-3-en-2-ylcarbamate). The reagents and catalysts are [Br-].[Zn+2].[Br-] (zinc bromide), [Br-].[Zn+2].[Br-] (zinc bromide). Solvent: C(Cl)Cl (DCM). Run at time 8 hour. Product: [Si](C)(C)(C(C)(C)C)OC[C@H](C(=C)C1CC1)N ((S)-1-(tert-butyldimethylsilyloxy)-3-cyclopropylbut-3-en-2-amine). Yield: 96.3%. RXN SMILES: [Si:1]([O:8][CH2:9][C@@H:10]([NH:16]C(=O)OC(C)(C)C)[C:11]([CH:13]1[CH2:15][CH2:14]1)=[CH2:12])([C:4]([CH3:7])([CH3:6])[CH3:5])([CH3:3])[CH3:2]>C(Cl)Cl.[Br-].[Zn+2].[Br-]>[Si:1]([O:8][CH2:9][C@@H:10]([NH2:16])[C:11]([CH:13]1[CH2:15][CH2:14]1)=[CH2:12])([C:4]([CH3:7])([CH3:6])[CH3:5])([CH3:3])[CH3:2] |f:2.3.4|. Procedure: To a solution of (S)-tert-butyl 1-(tert-butyldimethylsilyloxy)-3-cyclopropylbut-3-en-2-ylcarbamate (Intermediate 233, 6.77 g, 19.82 mmol) in DCM (100 mL) at room temperature was added zinc bromide (17.86 g, 79.28 mmol). The reaction mixture was stirred overnight at room temperature. Another 1 eq of zinc bromide was added. After several hours the reaction mixture was filtered and washed with saturated sodium bicarbonate. The resulting emulsion was filtered through a nylon filter and the layers we... The reactants are C(CC)C(C(=O)Cl)CCC (2,2-Di-n-propylacetyl chloride), C=O (Para-formaldehyde), C(Cl)Cl (methylene chloride). Reagents/catalysts: [Cl-].[Zn+2].[Cl-] (zinc chloride). Run at time 16 hour. The product is ClCOC(C(CCC)CCC)=O (2-propyl-pentanoic Acid Chloromethyl Ester). The yield is 58.0%. Reaction SMILES: C=[O:2].[CH2:3]([CH:6]([CH2:10][CH2:11][CH3:12])[C:7](Cl)=[O:8])[CH2:4][CH3:5].[CH2:13]([Cl:15])Cl>[Cl-].[Zn+2].[Cl-]>[Cl:15][CH2:13][O:8][C:7](=[O:2])[CH:6]([CH2:10][CH2:11][CH3:12])[CH2:3][CH2:4][CH3:5] |f:3.4.5|. Reported procedure: Para-formaldehyde (1 g) and zinc chloride (catalytic amount) were mixed together at 0° C. 2,2-Di-n-propylacetyl chloride (30 mole, 4.88 g) was added dropwise over 1 hour. The reaction was warmed to ambient temperature, then was heated to 50-55° C. for 6 hours. The reaction mixture continued stirring at room temperature for 16 hours. The reaction mixture was taken up with methylene chloride (5 mL) and flash chromatographed on 150 g silica gel. Elution with 1 to 5% ethyl acetate/hexane gave 3.3 g ...